This data is from the Open Reaction Database (ORD), a public repository of structured organic reaction records. The task is: describe an organic reaction: reactants, conditions, products, and yield Starting materials: CN(C)C1CCCCC1 (N,N-dimethylcyclohexylamine), C1(CCCCCN1)=O (ε-caprolactam), C(CCCCCCC)(=O)Cl (octanoyl chloride). Solvent: C1(=CC=CC=C1)C (toluene). Conditions: temperature 67.5 celsius, time 1 hour. Product: C(CCCCCCC)(=O)N1C(CCCCC1)=O (N-octanoylcaprolactam). Yield: 93.0%. As a reaction SMILES: [C:1]1(=[O:8])[NH:7][CH2:6][CH2:5][CH2:4][CH2:3][CH2:2]1.CN(C1CCCCC1)C.[C:18](Cl)(=[O:26])[CH2:19][CH2:20][CH2:21][CH2:22][CH2:23][CH2:24][CH3:25]>C1(C)C=CC=CC=1>[C:18]([N:7]1[CH2:6][CH2:5][CH2:4][CH2:3][CH2:2][C:1]1=[O:8])(=[O:26])[CH2:19][CH2:20][CH2:21][CH2:22][CH2:23][CH2:24][CH3:25]. Reported procedure: 113 g (1 mol) of ε-caprolactam (purity >99% by weight) are dissolved in 200 ml of toluene in a round-bottom flask. 127 g (1 mol) of N,N-dimethylcyclohexylamine are introduced into this. Then, at 40-70° C., 164.2 g (1 mol) of octanoyl chloride (purity 99% by weight) are added dropwise. The reaction mixture is then stirred at 65-70° C. for one hour. Then, to remove the ammonium salt produced, it is washed first once with 130 ml of hot water and then with 10 ml of concentrated HCl dissolved in 130 ... The reactants are CN(C(OC(C)(C)C)=O)C1CN(CC1)C1=NC=C(C=C1)[N+](=O)[O-] (tert-butyl methyl(1-(5-nitropyridin-2-yl)pyrrolidin-3-yl)carbamate), [H][H] (hydrogen). The reagents and catalysts are [Pd] (Pd/C). Run in C1CCOC1 (THF). The product is NC=1C=CC(=NC1)N1CC(CC1)N(C(OC(C)(C)C)=O)C (tert-butyl (1-(5-aminopyridin-2-yl)pyrrolidin-3-yl)(methyl)carbamate). Isolated yield 100.5%. As a reaction SMILES: [CH3:1][N:2]([CH:10]1[CH2:14][CH2:13][N:12]([C:15]2[CH:20]=[CH:19][C:18]([N+:21]([O-])=O)=[CH:17][N:16]=2)[CH2:11]1)[C:3](=[O:9])[O:4][C:5]([CH3:8])([CH3:7])[CH3:6].[H][H]>C1COCC1.[Pd]>[NH2:21][C:18]1[CH:19]=[CH:20][C:15]([N:12]2[CH2:13][CH2:14][CH:10]([N:2]([CH3:1])[C:3](=[O:9])[O:4][C:5]([CH3:6])([CH3:7])[CH3:8])[CH2:11]2)=[N:16][CH:17]=1. Procedure: To a solution of tert-butyl methyl(1-(5-nitropyridin-2-yl)pyrrolidin-3-yl)carbamate (1.02 g, 3.2 mmol) in THF (50 mL) was added Pd/C (10 wt. %, 500 mg). The reaction mixture was stirred under 1 atm of hydrogen for 16 h, filtered through celite and concentrated to afford the desired product (940 mg, 100%) as a red oil. ESI MS m/z 293 [C15H24N4O2+H]+